From a dataset of the Open Reaction Database (ORD), a public repository of structured organic reaction records. describe an organic reaction: reactants, conditions, products, and yield Starting materials: C(C1=CC=CC=C1)=C1C(C2=CC(=CC=C2C1)OC)=O (2-benzylidene-6-methoxy-1-indanone), [H][H] (hydrogen). Reagents/catalysts: [C].[Pd] (palladium-carbon). The solvent is C(C)O (ethanol). The product is C(C1=CC=CC=C1)C1C(C2=CC(=CC=C2C1)OC)=O (2-Benzyl-6-methoxy-1-indanone). Yield: 91.3%. Reaction SMILES: [CH:1](=[C:8]1[CH2:16][C:15]2[C:10](=[CH:11][C:12]([O:17][CH3:18])=[CH:13][CH:14]=2)[C:9]1=[O:19])[C:2]1[CH:7]=[CH:6][CH:5]=[CH:4][CH:3]=1.[H][H]>C(O)C.[C].[Pd]>[CH2:1]([CH:8]1[CH2:16][C:15]2[C:10](=[CH:11][C:12]([O:17][CH3:18])=[CH:13][CH:14]=2)[C:9]1=[O:19])[C:2]1[CH:3]=[CH:4][CH:5]=[CH:6][CH:7]=1 |f:3.4|. Reported procedure: To a solution of 2-benzylidene-6-methoxy-1-indanone (12.25 g, 48.9 mmol) in ethanol (500 ml) was added 10% hydrous palladium-carbon (1.5 g) and catalytic reduction was carried out in a hydrogen stream at atmospheric temperature and pressure. The palladium-carbon was then filtered off and the filtrate was concentrated under reduced pressure. The residue was purified by silica gel column chromatography (ethyl acetate-hexane=2:8) to provide the title compound (yield 11.26 g, 92%; oil). The solvent is C(C)(=O)O (acetic acid). The reactants are IC=1C=C2C(C(NC2=CC1)=O)=O (5-iodo-1H-indole-2,3-dione), BrC1=CC=C(C(=O)NN)C=C1 (4-bromobenzohydrazide). Yield: 82.0%. Run at temperature 100 celsius. Procedure: Following the general method as outlined in Example 1, into a suspension of 5-iodo-1H-indole-2,3-dione in acetic acid was added 4-bromobenzohydrazide. After stirring at 100° C., the reaction mixture was cooled to rt and a yellow solid precipitated out. Filtration on a fritté, washing with AcOH, water and drying under vacuo at 60° C. overnight gave 193 mg of the title compound (82%) as a yellow solid in 99.6% purity by HPLC (Rt: 6.03, gradient of 10 min, MaxPlot detection between 230 and 400 nm). Yields the product BrC1=CC=C(C(=O)NN=C2C(NC3=CC=C(C=C23)I)=O)C=C1 (4-Bromo-N′-(5-iodo-2-oxo-1,2-dihydro-3H-indol-3-ylidene)benzohydrazide). As a reaction SMILES: [I:1][C:2]1[CH:3]=[C:4]2[C:8](=[CH:9][CH:10]=1)[NH:7][C:6](=[O:11])[C:5]2=O.[Br:13][C:14]1[CH:23]=[CH:22][C:17]([C:18]([NH:20][NH2:21])=[O:19])=[CH:16][CH:15]=1>C(O)(=O)C>[Br:13][C:14]1[CH:23]=[CH:22][C:17]([C:18]([NH:20][N:21]=[C:5]2[C:4]3[C:8](=[CH:9][CH:10]=[C:2]([I:1])[CH:3]=3)[NH:7][C:6]2=[O:11])=[O:19])=[CH:16][CH:15]=1. Reactants: COc1ccc(P2(=S)SP(=S)(c3ccc(OC)cc3)S2)cc1, Cc1ccccc1, O=C(Nc1cccc(F)c1)c1ccccn1. Yields the product Fc1cccc(NC(=S)c2ccccn2)c1. As a reaction SMILES: [CH3:17][O:18][c:19]1[cH:20][cH:21][c:22]([P:23]2(=[S:26])[S:24][P:25]([c:27]3[cH:28][cH:29][c:30]([O:31][CH3:32])[cH:33][cH:34]3)(=[S:35])[S:36]2)[cH:37][cH:38]1.[CH3:39][c:40]1[cH:41][cH:42][cH:43][cH:44][cH:45]1.[F:1][c:2]1[cH:3][c:4]([NH:8][C:9](=[O:10])[c:11]2[n:12][cH:13][cH:14][cH:15][cH:16]2)[cH:5][cH:6][cH:7]1>>[F:1][c:2]1[cH:3][c:4]([NH:8][C:9]([c:11]2[n:12][cH:13][cH:14][cH:15][cH:16]2)=[S:26])[cH:5][cH:6][cH:7]1. Starting materials: Cc1ccc(S(=O)(=O)OCC2CN(Cc3ccccc3)CCO2)cc1, CCO, Nc1ccccc1O. Product: Oc1ccccc1NCC1CN(Cc2ccccc2)CCO1, Cc1ccc(S(=O)(=O)O)cc1. Reaction SMILES: [CH2:9]([c:10]1[cH:11][cH:12][cH:13][cH:14][cH:15]1)[N:16]1[CH2:17][CH:18]([CH2:22][O:23][S:24](=[O:25])(=[O:26])[c:27]2[cH:28][cH:29][c:30]([CH3:33])[cH:31][cH:32]2)[O:19][CH2:20][CH2:21]1.[CH3:34][CH2:35][OH:36].[NH2:1][c:2]1[c:3]([OH:8])[cH:4][cH:5][cH:6][cH:7]1>>[NH:1]([c:2]1[c:3]([OH:8])[cH:4][cH:5][cH:6][cH:7]1)[CH2:22][CH:18]1[CH2:17][N:16]([CH2:9][c:10]2[cH:11][cH:12][cH:13][cH:14][cH:15]2)[CH2:21][CH2:20][O:19]1.[O:23]=[S:24](=[O:25])([OH:26])[c:27]1[cH:28][cH:29][c:30]([CH3:33])[cH:31][cH:32]1. Reactants: CC1(OB(OC1(C)C)C1=C(OC=C1)C)C (4,4,5,5-Tetramethyl-2-(2-methyl-3-furanyl)-1,3,2-dioxaborolane), ClC1=CC(=NC=C1)N1C[C@H](O[C@H](C1)C)C (cis-4-(4-chloro-2-pyridinyl)-2,6-dimethylmorpholine), O (water), C([O-])([O-])=O.[Na+].[Na+] (sodium carbonate). The reagents and catalysts are C=1C=CC(=CC1)[P](C=2C=CC=CC2)(C=3C=CC=CC3)[Pd]([P](C=4C=CC=CC4)(C=5C=CC=CC5)C=6C=CC=CC6)([P](C=7C=CC=CC7)(C=8C=CC=CC8)C=9C=CC=CC9)[P](C=1C=CC=CC1)(C=1C=CC=CC1)C=1C=CC=CC1 (tetrakis(triphenylphosphine)palladium(0)). Solvent: O1CCOCC1 (1,4-dioxane). Run at temperature 100 celsius. The product is C[C@@H]1CN(C[C@@H](O1)C)C1=NC=CC(=C1)C1=C(OC=C1)C (cis-2,6-Dimethyl-4-[4-(2-methyl-3-furanyl)-2-pyridinyl]morpholine). As a reaction SMILES: CC1(C)C(C)(C)OB([C:9]2[CH:13]=[CH:12][O:11][C:10]=2[CH3:14])O1.Cl[C:17]1[CH:22]=[CH:21][N:20]=[C:19]([N:23]2[CH2:28][C@H:27]([CH3:29])[O:26][C@H:25]([CH3:30])[CH2:24]2)[CH:18]=1.O.C(=O)([O-])[O-].[Na+].[Na+]>O1CCOCC1.C1C=CC([P]([Pd]([P](C2C=CC=CC=2)(C2C=CC=CC=2)C2C=CC=CC=2)([P](C2C=CC=CC=2)(C2C=CC=CC=2)C2C=CC=CC=2)[P](C2C=CC=CC=2)(C2C=CC=CC=2)C2C=CC=CC=2)(C2C=CC=CC=2)C2C=CC=CC=2)=CC=1>[CH3:30][C@H:25]1[O:26][C@@H:27]([CH3:29])[CH2:28][N:23]([C:19]2[CH:18]=[C:17]([C:9]3[CH:13]=[CH:12][O:11][C:10]=3[CH3:14])[CH:22]=[CH:21][N:20]=2)[CH2:24]1 |f:3.4.5,^1:47,49,68,87|. Procedure details: 4,4,5,5-Tetramethyl-2-(2-methyl-3-furanyl)-1,3,2-dioxaborolane (0.918 g, 4.41 mmol) was added to a solution of cis-4-(4-chloro-2-pyridinyl)-2,6-dimethylmorpholine (1 g, 4.41 mmol) in a mixture of 1,4-dioxane (17 mL), water (2.83 mL) and sodium carbonate (0.935 g, 8.82 mmol). The solution was degassed using argon gas and then charged with tetrakis(triphenylphosphine)palladium(0) (0.510 g, 0.441 mmol). After addition, the reaction mixture was stirred and heated in the microwave at 100° C. for 4 ho... Reactants: OCCN(CCO)C1=CC=C(C=C1)N=NC1=CC=NC=C1 (4-[[4-[N,N-bis(hydroxylethyl)amino]phenyl]azo]pyridine), BrCC1=CC=C(C=C1)P(OCC)(OCC)=O (diethyl 4-(bromomethyl)phenylphosphonate). The solvent is C(Cl)Cl (CH2Cl2). Conditions: temperature 60 celsius. The product is [Br-].OCCN(C1=CC=C(C=C1)N=NC1=CC=[N+](C=C1)CC1=CC=C(C=C1)P(=O)(OCC)OCC)CCO (4-[[4-[bis(2-hydroxyethyl)amino]phenyl]diazenyl]-1-[4-(diethoxyphosphoryl)benzyl]pyridinium bromide). As a reaction SMILES: [OH:1][CH2:2][CH2:3][N:4]([C:8]1[CH:13]=[CH:12][C:11]([N:14]=[N:15][C:16]2[CH:21]=[CH:20][N:19]=[CH:18][CH:17]=2)=[CH:10][CH:9]=1)[CH2:5][CH2:6][OH:7].[Br:22][CH2:23][C:24]1[CH:29]=[CH:28][C:27]([P:30](=[O:37])([O:34][CH2:35][CH3:36])[O:31][CH2:32][CH3:33])=[CH:26][CH:25]=1>C(Cl)Cl>[Br-:22].[OH:7][CH2:6][CH2:5][N:4]([CH2:3][CH2:2][OH:1])[C:8]1[CH:9]=[CH:10][C:11]([N:14]=[N:15][C:16]2[CH:21]=[CH:20][N+:19]([CH2:23][C:24]3[CH:29]=[CH:28][C:27]([P:30]([O:34][CH2:35][CH3:36])([O:31][CH2:32][CH3:33])=[O:37])=[CH:26][CH:25]=3)=[CH:18][CH:17]=2)=[CH:12][CH:13]=1 |f:3.4|. Reported procedure: A mixture of 4-[[4-[N,N-bis(hydroxylethyl)amino]phenyl]azo]pyridine (1) (0.286 g, 1.00 mmol, and 4-(bromomethyl)phenylphosphonate (2) (0.317 g, 1.00 mmol) was dissolved in CH2Cl2 (10 mL). The red mixture was heated under a nitrogen atmosphere at 60° C. for 4 h. The solvent was then removed under high vacuum and the residue was dried under high vacuum overnight. 1H NMR (500 MHz, DMSO-d6): δ 9.07 (d, 2H, JH-H=6 Hz), 8.14 (d, 2H, JH-H=7 Hz), 7.90 (d, 2H, JH-H=9.5 Hz), 7.76-7.80 (m, 2H), 7.62-7.64 (... The reactants are C(C1=CC=CC=C1)OC(=O)NC(C(=O)O)=CC1=CC=CC=C1 (α-benzyloxycarbonylamino-β-phenylacrylic acid), NC1=C(C=CC=C1)S (o-aminobenzenethiol). The solvent is C(C)O (ethanol). Product: C(C1=CC=CC=C1)OC(=O)N[C@@H](C(SC1=C(C=CC=C1)N)C1=CC=CC=C1)C(=O)O (N-benzyloxycarbonyl-S-(2-aminophenyl)-β-phenylcysteine). The yield is 9.5%. Reaction SMILES: [CH2:1]([O:8][C:9]([NH:11][C:12](=[CH:16][C:17]1[CH:22]=[CH:21][CH:20]=[CH:19][CH:18]=1)[C:13]([OH:15])=[O:14])=[O:10])[C:2]1[CH:7]=[CH:6][CH:5]=[CH:4][CH:3]=1.[NH2:23][C:24]1[CH:29]=[CH:28][CH:27]=[CH:26][C:25]=1[SH:30]>C(O)C>[CH2:1]([O:8][C:9]([NH:11][C@H:12]([C:13]([OH:15])=[O:14])[CH:16]([C:17]1[CH:18]=[CH:19][CH:20]=[CH:21][CH:22]=1)[S:30][C:25]1[CH:26]=[CH:27][CH:28]=[CH:29][C:24]=1[NH2:23])=[O:10])[C:2]1[CH:3]=[CH:4][CH:5]=[CH:6][CH:7]=1. Procedure: 20 g of α-benzyloxycarbonylamino-β-phenylacrylic acid and 10 g of o-aminobenzenethiol were mixed with 40 ml of ethanol and the resulting mixture was heated under reflux for 20 hours. After cooling to room temperature, the precipitated crystalline component was separated by filtration and washed with ethanol to obtain 2.7 g of crystals. This product decomposed at 198° C. Starting materials: C(C)(C)(C)OC(CN(C1=NC(=CC=C1)C(NCC1=CC=C(C=C1)C=1SC=CN1)S(=O)(=O)C1=NC=CC=C1)C(=O)OC(C)(C)C)=O (tert-butyl[tert-butoxycarbonyl(6-{(pyridin-2-ylsulfonyl)[4-(thiazol-2-yl)-benzyl]aminomethyl}pyridin-2-yl)amino]acetate), Cl.C(C)O (hydrogen chloride ethanol). Conditions: time 16 hour. Yields the product C(C)OC(CNC1=NC(=CC=C1)C(NCC1=CC=C(C=C1)C=1SC=CN1)S(=O)(=O)C1=NC=CC=C1)=O (Ethyl(6-{(pyridin-2-ylsulfonyl)[4-(thiazol-2-yl)benzyl]aminomethyl}pyridin-2-ylamino)acetate). Yield: 84.1%. As a reaction SMILES: [C:1]([O:5][C:6](=[O:45])[CH2:7][N:8](C(OC(C)(C)C)=O)[C:9]1[CH:14]=[CH:13][CH:12]=[C:11]([CH:15]([S:29]([C:32]2[CH:37]=[CH:36][CH:35]=[CH:34][N:33]=2)(=[O:31])=[O:30])[NH:16][CH2:17][C:18]2[CH:23]=[CH:22][C:21]([C:24]3[S:25][CH:26]=[CH:27][N:28]=3)=[CH:20][CH:19]=2)[N:10]=1)(C)(C)[CH3:2].Cl.C(O)C>>[CH2:1]([O:5][C:6](=[O:45])[CH2:7][NH:8][C:9]1[CH:14]=[CH:13][CH:12]=[C:11]([CH:15]([S:29]([C:32]2[CH:37]=[CH:36][CH:35]=[CH:34][N:33]=2)(=[O:30])=[O:31])[NH:16][CH2:17][C:18]2[CH:23]=[CH:22][C:21]([C:24]3[S:25][CH:26]=[CH:27][N:28]=3)=[CH:20][CH:19]=2)[N:10]=1)[CH3:2] |f:1.2|. Procedure details: To tert-butyl[tert-butoxycarbonyl(6-{(pyridin-2-ylsulfonyl)[4-(thiazol-2-yl)-benzyl]aminomethyl}pyridin-2-yl)amino]acetate (120 mg, 0.184 mmol) obtained in Example 3-(a) was added a 6M hydrogen chloride/ethanol solution (1 ml), and the mixture was left at room temperature for 16 hours. After completion of the reaction, the reaction solution was concentrated under reduced pressure, and a saturated aqueous sodium hydrogencarbonate solution was added to the residue, followed by extraction with ethy... Reaction SMILES: [C:1]([CH3:2])([CH3:3])([CH3:4])[c:5]1[cH:6][c:7]([NH:21][C:22](=[O:23])[NH:24][c:25]2[cH:26][cH:27][c:28]([O:31][c:32]3[cH:33][cH:34][n:35][cH:36][cH:37]3)[cH:29][cH:30]2)[n:8](-[c:10]2[cH:11][c:12]([NH:16][CH2:17][CH2:18][CH2:19][OH:20])[cH:13][cH:14][cH:15]2)[n:9]1.[CH2:54]1[O:55][CH2:56][CH2:57][CH2:58]1.[CH3:38][N:39]([S:40](=[O:41])(=[O:42])[Cl:43])[CH3:44].[CH:45]([N:46]([CH2:47][CH3:48])[CH:49]([CH3:50])[CH3:51])([CH3:52])[CH3:53]>>[C:1]([CH3:2])([CH3:3])([CH3:4])[c:5]1[cH:6][c:7]([NH:21][C:22](=[O:23])[NH:24][c:25]2[cH:26][cH:27][c:28]([O:31][c:32]3[cH:33][cH:34][n:35][cH:36][cH:37]3)[cH:29][cH:30]2)[n:8](-[c:10]2[cH:11][c:12]([N:16]([CH2:17][CH2:18][CH2:19][OH:20])[S:40]([N:39]([CH3:38])[CH3:44])(=[O:41])=[O:42])[cH:13][cH:14][cH:15]2)[n:9]1. Starting materials: CC(C)(C)c1cc(NC(=O)Nc2ccc(Oc3ccncc3)cc2)n(-c2cccc(NCCCO)c2)n1, C1CCOC1, CN(C)S(=O)(=O)Cl, CCN(C(C)C)C(C)C. The product is CN(C)S(=O)(=O)N(CCCO)c1cccc(-n2nc(C(C)(C)C)cc2NC(=O)Nc2ccc(Oc3ccncc3)cc2)c1. Reactants: N[C@@H](CC(C)C)C(=O)[C@H]1[C@@](O[C@@H]([C@H]([C@@H]1O)O)CO)(N(C(CCCCCCC\C=C/CCCCCCCC)=O)CCCCCCCCCCCCCC)N (N-(2-L-leucyl-amino-2-deoxy-β-D-glucopyranosyl)-N-tetradecyl-oleamide), C(C)(C)(C)OC(=O)NCC(=O)NCC(=O)O (N-tert-butyloxycarbonyl-glycyl-glycine). Solvent: O1CCCC1 (tetrahydrofuran). The product is C(C)(C)(C)OC(=O)NCC(=O)NCC(=O)N[C@@H](CC(C)C)C(=O)[C@H]1[C@@](O[C@@H]([C@H]([C@@H]1O)O)CO)(N(C(CCCCCCC\C=C/CCCCCCCC)=O)CCCCCCCCCCCCCC)N (N-[2-(N-tert-Butyloxycarbonyl-glycyl-glycyl-L-leucyl)-amino-2-deoxy-β-D-glucopyranosyl]-N-tetradecyl-oleamide). Yield: 92.0%. Reaction SMILES: [NH2:1][C@H:2]([C:7]([C@@H:9]1[C@@H:14]([OH:15])[C@H:13]([OH:16])[C@@H:12]([CH2:17][OH:18])[O:11][C@@:10]1([NH2:53])[N:19]([CH2:39][CH2:40][CH2:41][CH2:42][CH2:43][CH2:44][CH2:45][CH2:46][CH2:47][CH2:48][CH2:49][CH2:50][CH2:51][CH3:52])[C:20](=[O:38])[CH2:21][CH2:22][CH2:23][CH2:24][CH2:25][CH2:26][CH2:27]/[CH:28]=[CH:29]\[CH2:30][CH2:31][CH2:32][CH2:33][CH2:34][CH2:35][CH2:36][CH3:37])=[O:8])[CH2:3][CH:4]([CH3:6])[CH3:5].[C:54]([O:58][C:59]([NH:61][CH2:62][C:63]([NH:65][CH2:66][C:67](O)=[O:68])=[O:64])=[O:60])([CH3:57])([CH3:56])[CH3:55]>O1CCCC1>[C:54]([O:58][C:59]([NH:61][CH2:62][C:63]([NH:65][CH2:66][C:67]([NH:1][C@H:2]([C:7]([C@@H:9]1[C@@H:14]([OH:15])[C@H:13]([OH:16])[C@@H:12]([CH2:17][OH:18])[O:11][C@@:10]1([NH2:53])[N:19]([CH2:39][CH2:40][CH2:41][CH2:42][CH2:43][CH2:44][CH2:45][CH2:46][CH2:47][CH2:48][CH2:49][CH2:50][CH2:51][CH3:52])[C:20](=[O:38])[CH2:21][CH2:22][CH2:23][CH2:24][CH2:25][CH2:26][CH2:27]/[CH:28]=[CH:29]\[CH2:30][CH2:31][CH2:32][CH2:33][CH2:34][CH2:35][CH2:36][CH3:37])=[O:8])[CH2:3][CH:4]([CH3:5])[CH3:6])=[O:68])=[O:64])=[O:60])([CH3:57])([CH3:56])[CH3:55]. Procedure: from N-(2-L-leucyl-amino-2-deoxy-β-D-glucopyranosyl)-N-tetradecyl-oleamide and N-tert-butyloxycarbonyl-glycyl-glycine. Yield 92%. [α]D =+4.2° (c=0.83, tetrahydrofuran).